This data is from the Open Reaction Database (ORD), a public repository of structured organic reaction records. The task is: describe an organic reaction: reactants, conditions, products, and yield The reactants are Cl.FC1=CC2=C(C(=NO2)C2CCNCC2)C=C1 (6-fluoro-3-(4-piperidinyl)-1,2-benzisoxazole hydrochloride), C(=O)([O-])[O-].[K+].[K+] (K2CO3), BrCCCCOC1=C(C=C(C=C1)C(C)=O)OC (1-[4-(4-bromobutoxy)-3-methoxyphenyl]ethanone), CN(C=O)C (dimethylformamide). Solvent: O (water). Run at temperature 75 celsius. Product: FC1=CC2=C(C(=NO2)C2CCN(CC2)CCCCOC2=C(C=C(C=C2)C(C)=O)OC)C=C1 (1-[4-[4-[4-(6-Fluoro-1,2-benzisoxazol-3-yl)-1-piperidinyl]butoxy]-3-methoxyphenyl]ethanone). The yield is 87.4%. Reaction SMILES: Cl.[F:2][C:3]1[CH:17]=[CH:16][C:6]2[C:7]([CH:10]3[CH2:15][CH2:14][NH:13][CH2:12][CH2:11]3)=[N:8][O:9][C:5]=2[CH:4]=1.C([O-])([O-])=O.[K+].[K+].Br[CH2:25][CH2:26][CH2:27][CH2:28][O:29][C:30]1[CH:35]=[CH:34][C:33]([C:36](=[O:38])[CH3:37])=[CH:32][C:31]=1[O:39][CH3:40].CN(C)C=O>O>[F:2][C:3]1[CH:17]=[CH:16][C:6]2[C:7]([CH:10]3[CH2:11][CH2:12][N:13]([CH2:25][CH2:26][CH2:27][CH2:28][O:29][C:30]4[CH:35]=[CH:34][C:33]([C:36](=[O:38])[CH3:37])=[CH:32][C:31]=4[O:39][CH3:40])[CH2:14][CH2:15]3)=[N:8][O:9][C:5]=2[CH:4]=1 |f:0.1,2.3.4|. Procedure details: A stirred mixture of 6-fluoro-3-(4-piperidinyl)-1,2-benzisoxazole hydrochloride (5.1 g, 0.02 mol), K2CO3 (5.2 g, 0.04 mol), 1-[4-(4-bromobutoxy)-3-methoxyphenyl]ethanone (6.6 g,: 22 mmol), and dimethylformamide (60 ml) was heated at 75° C. for 5 hours. The reaction was poured into water, and the aqueous mixture was extracted with ethyl acetate. The ethyl acetate was washed (water), dried (MgSO4), and the solvent was concentrated to yield initially an oil, which solidified upon standing. The soli...